describe an organic reaction: reactants, conditions, products, and yield From a dataset of the Open Reaction Database (ORD), a public repository of structured organic reaction records. Reactants: CN(/C(=N/[N+](=O)[O-])/N)N=O (N-methyl-N'-nitro-N-nitrosoquanidine), NCCN1CCC(CC1)NC1=NC2=C(N1CC1=CC=C(C=C1)F)C=CC=C2 (N-[1-(2-aminoethyl)-4-piperidinyl]-1-(4-fluorophenylmethyl)-1H-benzimidazol-2-amine). Run in C(C)O (ethanol). Conditions: time 8 hour. Product: FC1=CC=C(C=C1)CN1C(=NC2=C1C=CC=C2)NC2CCN(CC2)CCNC(=N)N[N+](=O)[O-] (N-[2-[4-[[1-[(4-fluorophenyl)methyl]-1H-benzimidazol-2-yl]amino]-1-piperidinyl]ethyl]-N'-nitroguanidine). Yield: 33.0%. Reaction SMILES: [CH3:1][N:2](N=O)/[C:3](/[NH2:8])=[N:4]/[N+:5]([O-:7])=[O:6].NC[CH2:13][N:14]1[CH2:19][CH2:18][CH:17]([NH:20][C:21]2[N:25]([CH2:26][C:27]3[CH:32]=[CH:31][C:30]([F:33])=[CH:29][CH:28]=3)[C:24]3[CH:34]=[CH:35][CH:36]=[CH:37][C:23]=3[N:22]=2)[CH2:16][CH2:15]1>C(O)C>[F:33][C:30]1[CH:31]=[CH:32][C:27]([CH2:26][N:25]2[C:24]3[CH:34]=[CH:35][CH:36]=[CH:37][C:23]=3[N:22]=[C:21]2[NH:20][CH:17]2[CH2:16][CH2:15][N:14]([CH2:13][CH2:1][NH:2][C:3]([NH:4][N+:5]([O-:7])=[O:6])=[NH:8])[CH2:19][CH2:18]2)=[CH:28][CH:29]=1. Reported procedure: A mixture of 1.5 parts of N-methyl-N'-nitro-N-nitrosoquanidine, 3.7 parts of N-[1-(2-aminoethyl)-4-piperidinyl]-1-(4-fluorophenylmethyl)-1H-benzimidazol-2-amine and 80 parts of ethanol 50% was stirred overnight at room temperature. The reaction mixture was evaporated. The residue was purified by column chromatography over silica gel using a mixture of trichloromethane and methanol, saturated with ammonia, (96:4 by volume) as eluent. The pure fractions were collected and the eluent was evaporated...